The task is: describe an organic reaction: reactants, conditions, products, and yield. This data is from the Open Reaction Database (ORD), a public repository of structured organic reaction records. The reactants are C1=CC=CC=2C3=CC=CC=C3NC12 (carbazole), [H-].[Na+] (sodium hydride), C(=O)=O.CC(=O)C (Dry Ice acetone), C1CO1 (ethylene oxide). The solvent is O1CCCC1 (tetrahydrofuran). Reaction conditions: temperature 0 celsius, time 2.5 hour. Yields the product OCCN1C2=CC=CC=C2C=2C=CC=CC12 (N-(2-hydroxyethyl)carbazole). RXN SMILES: C(=O)=O.[CH3:4][C:5](C)=[O:6].[CH:8]1[C:20]2[NH:19][C:18]3[C:13](=[CH:14][CH:15]=[CH:16][CH:17]=3)[C:12]=2[CH:11]=[CH:10][CH:9]=1.[H-].[Na+].C1OC1>O1CCCC1>[OH:6][CH2:5][CH2:4][N:19]1[C:18]2[CH:17]=[CH:16][CH:15]=[CH:14][C:13]=2[C:12]2[C:20]1=[CH:8][CH:9]=[CH:10][CH:11]=2 |f:0.1,3.4|. Procedure details: A 1-liter three-necked round bottom flask was equipped with a mechanical stirrer, an addition funnel, Dry Ice/acetone reflux condenser and a means for providing nitrogen atmosphere. To the flask were added 67 g (0.4 mole) of carbazole, 11 g (0.44 mole) of sodium hydride and 0.5 liter of dry tetrahydrofuran. After stirring vigorously at 0° C. for about 2.5 hours, 18 g (0.4 mole) of ethylene oxide was added dropwise to the reaction mixture over a period of 1 hour at 0° C. After the addition, stirr... Starting materials: C1(CCCCC1)NCCO (2-cyclohexylaminoethanol), ClC1=CC=C(C=C1)C1=CC=C(C=C1)NC(\C=C\C1=CC=C(C=C1)CCl)=O ((E)-N-(4′-chlorobiphenyl-4-yl)-3-(4-chloromethylphenyl)acrylamide). Run in CN(C)C=O (DMF). Run at temperature 80 celsius, time 48 hour. Yields the product ClC1=CC=C(C=C1)C1=CC=C(C=C1)NC(\C=C\C1=CC=C(C=C1)CN(CCO)C1CCCCC1)=O ((E)-N-(4′-chlorobiphenyl-4-yl)-3-(4-{[cyclohexyl-(2-hydroxyethyl)amino]methyl}phenyl)acrylamide). Reaction SMILES: [CH:1]1([NH:7][CH2:8][CH2:9][OH:10])[CH2:6][CH2:5][CH2:4][CH2:3][CH2:2]1.[Cl:11][C:12]1[CH:17]=[CH:16][C:15]([C:18]2[CH:23]=[CH:22][C:21]([NH:24][C:25](=[O:36])/[CH:26]=[CH:27]/[C:28]3[CH:33]=[CH:32][C:31]([CH2:34]Cl)=[CH:30][CH:29]=3)=[CH:20][CH:19]=2)=[CH:14][CH:13]=1>CN(C=O)C>[Cl:11][C:12]1[CH:17]=[CH:16][C:15]([C:18]2[CH:19]=[CH:20][C:21]([NH:24][C:25](=[O:36])/[CH:26]=[CH:27]/[C:28]3[CH:29]=[CH:30][C:31]([CH2:34][N:7]([CH:1]4[CH2:6][CH2:5][CH2:4][CH2:3][CH2:2]4)[CH2:8][CH2:9][OH:10])=[CH:32][CH:33]=3)=[CH:22][CH:23]=2)=[CH:14][CH:13]=1. Procedure: 0.24 g (1.7 mmol) of 2-cyclohexylaminoethanol are added to a suspension of 130 mg (0.34 mmol) of (E)-N-(4′-chlorobiphenyl-4-yl)-3-(4-chloromethylphenyl)acrylamide in 10 mL of DMF and the mixture is stirred for 48 hours at 80° C. Then the reaction mixture is poured onto water and the precipitate formed is suction filtered and washed with water. The solid is dried in the circulating air dryer at 50° C. Yield: 20 mg (10% of theory); C30H33ClN2O2 (M=489.05); melting point: 178° C.-179° C.; calc.: mo... Starting materials: Cl.NCC1(CCCCCC1)CC(=O)O (1-aminomethyl-1-cycloheptane-acetic acid hydrochloride), Cl (hydrogen chloride). Solvent: C(CCC)O (n-butanol). Yields the product Cl.NCC1(CCCCCC1)CC(=O)OCCCC (n-butyl 1-aminomethyl-1-cycloheptane-acetate hydrochloride). As a reaction SMILES: [ClH:1].[NH2:2][CH2:3][C:4]1([CH2:11][C:12]([OH:14])=[O:13])[CH2:10][CH2:9][CH2:8][CH2:7][CH2:6][CH2:5]1.Cl>C(O)CCC>[ClH:1].[NH2:2][CH2:3][C:4]1([CH2:11][C:12]([O:14][CH2:3][CH2:4][CH2:5][CH3:6])=[O:13])[CH2:10][CH2:9][CH2:8][CH2:7][CH2:6][CH2:5]1 |f:0.1,4.5|. Procedure details: In an analogous manner as described in Example 7, 1-aminomethyl-1-cycloheptane-acetic acid hydrochloride is esterified with n-butanol in the presence of hydrogen chloride to give n-butyl 1-aminomethyl-1-cycloheptane-acetate hydrochloride in the form of a syrup, which is mixed with benzene and an equivalent amount of p-toluene-sulfonic acid. The mixture is evaporated in a vacuum to dryness. After crystallisation from chloroform/ether/hexane n-butyl 1-aminomethyl-1-cycloheptane-acetate .p-toluene-... Reactants: CCN=C=NCCCN(C)C, CCN(C(C)C)C(C)C, Nc1cc(I)ccc1C(=O)O, N, CN(C)C=O, O, On1nnc2ccccc21. Yields the product NC(=O)c1ccc(I)cc1N. RXN SMILES: [CH3:12][CH2:13][N:14]=[C:15]=[N:16][CH2:17][CH2:18][CH2:19][N:20]([CH3:21])[CH3:22].[CH:33]([N:34]([CH2:35][CH3:36])[CH:37]([CH3:38])[CH3:39])([CH3:40])[CH3:41].[NH2:1][c:2]1[c:3]([C:4](=[O:5])[OH:6])[cH:7][cH:8][c:9]([I:11])[cH:10]1.[NH3:42].[O:43]=[CH:44][N:45]([CH3:46])[CH3:47].[OH2:48].[OH:23][n:24]1[c:25]2[cH:26][cH:27][cH:28][cH:29][c:30]2[n:31][n:32]1>>[NH2:1][c:2]1[c:3]([C:4](=[O:5])[NH2:14])[cH:7][cH:8][c:9]([I:11])[cH:10]1. RXN SMILES: Br[C:2]1[CH:3]=[C:4]([NH:14][C:15]([C:17]2[CH:18]=[N:19][CH:20]=[N:21][CH:22]=2)=[O:16])[CH:5]=[N:6][C:7]=1[O:8][CH2:9][C:10]([F:13])([F:12])[F:11].[Cl:23][C:24]1[CH:25]=[C:26](B(O)O)[CH:27]=[CH:28][C:29]=1[F:30]>>[Cl:23][C:24]1[CH:25]=[C:26]([C:2]2[CH:3]=[C:4]([NH:14][C:15]([C:17]3[CH:18]=[N:19][CH:20]=[N:21][CH:22]=3)=[O:16])[CH:5]=[N:6][C:7]=2[O:8][CH2:9][C:10]([F:13])([F:12])[F:11])[CH:27]=[CH:28][C:29]=1[F:30]. Product: ClC=1C=C(C=CC1F)C=1C=C(C=NC1OCC(F)(F)F)NC(=O)C=1C=NC=NC1 (N-(5-(3-chloro-4-fluorophenyl)-6-(2,2,2-trifluoroethoxy)pyridin-3-yl)pyrimidine-5-carboxamide). Procedure: The title compound was synthesized in analogy to Example 39, using pyrimidine-5-carboxylic acid[5-bromo-6-(2,2,2-trifluoro-ethoxy)-pyridin-3-yl]-amide (example 52 a) and B-(3-chloro-4-fluorophenyl)-boronic acid (CAN 144432-85-9) as starting materials; LC-MS (UV peak area/ESI) 93.5%, 425.0449 (M−H)−. Reactants: BrC=1C=C(C=NC1OCC(F)(F)F)NC(=O)C=1C=NC=NC1 (pyrimidine-5-carboxylic acid[5-bromo-6-(2,2,2-trifluoro-ethoxy)-pyridin-3-yl]-amide), ClC=1C=C(C=CC1F)B(O)O (B-(3-chloro-4-fluorophenyl)-boronic acid). Reactants: Cl.Cl.O1C(COC2=C1C=CC=C2)C(CNC2CCN(CC2)CC(=O)NC2=C(C=CC=C2C)C)O (4-{[2-(1,4-benzodioxan-2-yl)-2-hydroxyethyl]amino}-1-[(2,6-dimethylphenyl)aminocarbonylmethyl]piperidine dihydrochloride salt), [OH-].[NH4+] (ammonium hydroxide). Solvent: O (water). Yields the product O1C(COC2=C1C=CC=C2)C(CNC2CCN(CC2)CC(=O)NC2=C(C=CC=C2C)C)O (4-{[2-(1,4-benzodioxan-2-yl)-2-hydroxyethyl]amino}-[(2,6-dimethylphenyl)aminocarbonylmethyl]piperidine). The yield is 99.9%. As a reaction SMILES: Cl.Cl.[O:3]1[C:8]2[CH:9]=[CH:10][CH:11]=[CH:12][C:7]=2[O:6][CH2:5][CH:4]1[CH:13]([OH:34])[CH2:14][NH:15][CH:16]1[CH2:21][CH2:20][N:19]([CH2:22][C:23]([NH:25][C:26]2[C:31]([CH3:32])=[CH:30][CH:29]=[CH:28][C:27]=2[CH3:33])=[O:24])[CH2:18][CH2:17]1.[OH-].[NH4+]>O>[O:3]1[C:8]2[CH:9]=[CH:10][CH:11]=[CH:12][C:7]=2[O:6][CH2:5][CH:4]1[CH:13]([OH:34])[CH2:14][NH:15][CH:16]1[CH2:21][CH2:20][N:19]([CH2:22][C:23]([NH:25][C:26]2[C:27]([CH3:33])=[CH:28][CH:29]=[CH:30][C:31]=2[CH3:32])=[O:24])[CH2:18][CH2:17]1 |f:0.1.2,3.4|. Reported procedure: A solution of 3.5 g of 4-{[2-(1,4-benzodioxan-2-yl)-2-hydroxyethyl]amino}-1-[(2,6-dimethylphenyl)aminocarbonylmethyl]piperidine dihydrochloride salt in water (50 ml) is adjusted to pH 12 with ammonium hydroxide solution and extracted with methylene chloride. The methylene chloride is evaporated to afford 3 g of 4-{[2-(1,4-benzodioxan-2-yl)-2-hydroxyethyl]amino}-[(2,6-dimethylphenyl)aminocarbonylmethyl]piperidine as the free base. Starting materials: [Li]CCCC, CCCCCC, COP(C)(=O)OC, Cl, C1CCOC1, O, CCOC(=O)CCc1ccccc1. The product is COP(=O)(CC(=O)CCc1ccccc1)OC. RXN SMILES: [CH2:8]([Li:9])[CH2:10][CH2:11][CH3:12].[CH3:13][CH2:14][CH2:15][CH2:16][CH2:17][CH3:18].[CH3:1][P:2]([O:3][CH3:4])([O:5][CH3:6])=[O:7].[ClH:32].[O:33]1[CH2:34][CH2:35][CH2:36][CH2:37]1.[OH2:38].[c:19]1([CH2:25][CH2:26][C:27](=[O:28])[O:29][CH2:30][CH3:31])[cH:20][cH:21][cH:22][cH:23][cH:24]1>>[CH2:1]([P:2]([O:3][CH3:4])([O:5][CH3:6])=[O:7])[C:27]([CH2:26][CH2:25][c:19]1[cH:20][cH:21][cH:22][cH:23][cH:24]1)=[O:28]. Starting materials: CC1(C)C(=O)N(Br)C(=O)N1Br, CC(=O)O, CC(C)(C)OC(=O)N1CCCC(c2ccc3c(N)ncnn23)C1, CN(C)C=O. Product: CC(C)(C)OC(=O)N1CCCC(c2cc(Br)c3c(N)ncnn23)C1. As a reaction SMILES: [Br:24][N:25]1[C:26]([CH3:27])([CH3:28])[C:29](=[O:30])[N:31]([Br:32])[C:33]1=[O:34].[CH3:40][C:41](=[O:42])[OH:43].[NH2:1][c:2]1[n:3][cH:4][n:5][n:6]2[c:7]1[cH:8][cH:9][c:10]2[CH:11]1[CH2:12][N:13]([C:17](=[O:18])[O:19][C:20]([CH3:21])([CH3:22])[CH3:23])[CH2:14][CH2:15][CH2:16]1.[O:35]=[CH:36][N:37]([CH3:38])[CH3:39]>>[NH2:1][c:2]1[n:3][cH:4][n:5][n:6]2[c:7]1[c:8]([Br:24])[cH:9][c:10]2[CH:11]1[CH2:12][N:13]([C:17](=[O:18])[O:19][C:20]([CH3:21])([CH3:22])[CH3:23])[CH2:14][CH2:15][CH2:16]1.